Dataset: the Open Reaction Database (ORD), a public repository of structured organic reaction records. Task: describe an organic reaction: reactants, conditions, products, and yield Starting materials: C1C(C)O1 (propylene oxide), C(C)(=O)OC (methyl acetate). Product: COCCCOC(C)=O (methoxypropylacetate). RXN SMILES: [CH2:1]1[O:4][CH:2]1[CH3:3].[C:5]([O:8][CH3:9])(=[O:7])[CH3:6]>>[CH3:1][O:4][CH2:2][CH2:3][CH2:9][O:8][C:5](=[O:7])[CH3:6]. Procedure details: In a preferred reaction propylene oxide is reacted with methyl acetate to produce methoxypropylacetate. Reactants: ClC(F)F (Chloro(difluoro)methane), OC=1C=CC(=C(C(=O)OC)C1)C (methyl 5-hydroxy-2-methylbenzoate), [OH-].[Na+] (sodium hydroxide). Reagents/catalysts: [Br-].C(CCC)[N+](CCCC)(CCCC)CCCC (tetrabutylammonium bromide). Run in O1CCOCC1 (dioxane). Product: FC(OC=1C=CC(=C(C(=O)OC)C1)C)F (methyl 5-(difluoromethoxy)-2-methylbenzoate). As a reaction SMILES: Cl[CH:2]([F:4])[F:3].[OH:5][C:6]1[CH:7]=[CH:8][C:9]([CH3:16])=[C:10]([CH:15]=1)[C:11]([O:13][CH3:14])=[O:12].[OH-].[Na+]>[Br-].C([N+](CCCC)(CCCC)CCCC)CCC.O1CCOCC1>[F:3][CH:2]([F:4])[O:5][C:6]1[CH:7]=[CH:8][C:9]([CH3:16])=[C:10]([CH:15]=1)[C:11]([O:13][CH3:14])=[O:12] |f:2.3,4.5|. Reported procedure: Chloro(difluoro)methane is introduced with vigorous stirring for 90 minutes into a mixture of 50 g methyl 5-hydroxy-2-methylbenzoate (see below), 1.21 g tetrabutylammonium bromide, 52 g aqueous sodium hydroxide solution (50% by weight) and 500 ml dioxane. The reaction mixture is filtered and the filtrate is adjusted to pH 1-2 with 1n aqueous hydrochloric acid. The mixture is extracted with EA three times, the combined organics are dried over MgSO4, and the solvent is removed under reduced pressu... The reactants are FC=1C=C(C=CC1F)[N+](=O)[O-] (3,4-difluoronitrobenzene), CC1=NNC=2C=CC=C(C12)O (3-Methyl-1H-indazol-4-ol), C([O-])([O-])=O.[K+].[K+] (potassium carbonate). Solvent: CN(C=O)C (dimethylformamide), O (water). Run at temperature 50 celsius, time 5 hour. Yields the product FC1=C(OC2=C3C(=NNC3=CC=C2)C)C=CC(=C1)[N+](=O)[O-] (4-(2-Fluoro-4-nitrophenoxy)-3-methyl-1H-indazole). As a reaction SMILES: [F:1][C:2]1[CH:3]=[C:4]([N+:9]([O-:11])=[O:10])[CH:5]=[CH:6][C:7]=1F.[CH3:12][C:13]1[C:21]2[C:20]([OH:22])=[CH:19][CH:18]=[CH:17][C:16]=2[NH:15][N:14]=1.C(=O)([O-])[O-].[K+].[K+]>CN(C)C=O.O>[F:1][C:2]1[CH:3]=[C:4]([N+:9]([O-:11])=[O:10])[CH:5]=[CH:6][C:7]=1[O:22][C:20]1[CH:19]=[CH:18][CH:17]=[C:16]2[C:21]=1[C:13]([CH3:12])=[N:14][NH:15]2 |f:2.3.4|. Procedure details: 100 mg (0.63 mmol) of 3,4-difluoronitrobenzene, 93.1 mg (0.63 mmol) of 3-methyl-1H-indazol-4-ol (from example I) and 95.6 mg (0.69 mmol) of potassium carbonate are suspended in 5 ml of anhydrous dimethylformamide and stirred at 50° C. for five hours. The reaction solution is then diluted with water and extracted twice with ethyl acetate. The combined organic phases are dried over sodium sulfate. The solvent is removed under reduced pressure and the residue is purified by column chromatography. T... Starting materials: CS(=O)(=O)OC1CN(C1)C(=O)C=1OC(=NN1)C1=CC=CC=C1 (1-(5-Phenyl-1,3,4-oxadiazole-2-carbonyl)azetidin-3-yl methanesulfonate), OC1=C(C=C(C=O)C=C1)C (4-hydroxy-3-methylbenzaldehyde). The product is CC=1C=C(C=O)C=CC1OC1CN(C1)C(=O)C=1OC(=NN1)C1=CC=CC=C1 (3-Methyl-4-(1-(5-Phenyl-1,3,4-oxadiazole-2-carbonyl)azetidin-3-yloxy)benzaldehyde). Yield: 28.0%. RXN SMILES: CS([O:5][CH:6]1[CH2:9][N:8]([C:10]([C:12]2[O:13][C:14]([C:17]3[CH:22]=[CH:21][CH:20]=[CH:19][CH:18]=3)=[N:15][N:16]=2)=[O:11])[CH2:7]1)(=O)=O.O[C:24]1[CH:31]=[CH:30][C:27]([CH:28]=[O:29])=[CH:26][C:25]=1[CH3:32]>>[CH3:32][C:25]1[CH:26]=[C:27]([CH:30]=[CH:31][C:24]=1[O:5][CH:6]1[CH2:9][N:8]([C:10]([C:12]2[O:13][C:14]([C:17]3[CH:22]=[CH:21][CH:20]=[CH:19][CH:18]=3)=[N:15][N:16]=2)=[O:11])[CH2:7]1)[CH:28]=[O:29]. Procedure details: Using a similar protocol as described in Example 71A employing 53B and 4-hydroxy-3-methylbenzaldehyde as starting materials afforded 0.8 g (28%) of 74A as a solid. 1H NMR (500 MHz, CDCl3): δ 2.33 (s, 3H), 4.40 (m, 1H), 4.71 (m, 1H), 4.82 (m, 1H), 5.19 (m, 2H), 6.61 (s, 1H), 7.54 (t, 2H), 7.60 (t, 1H), 7.73 (d, 1H), 7.75 (s, 1H), 8.18 (d, 2H), 9.89 (s, 1H). The reactants are C(C1=CC=CC=C1)OC1=CC(=NC=C1)CN (1-[4-(Benzyloxy)pyridin-2-yl]methanamine), C(=O)O (formic acid), P(=O)(Cl)(Cl)Cl (phosphoryl chloride). Run in ClCCCl (1,2-dichloroethane), ClCCCl (1,2-dichloroethane). The product is C(C1=CC=CC=C1)OC1=CC=2N(C=C1)C=NC2 (7-(benzyloxy)imidazo[1,5-a]pyridine). As a reaction SMILES: [CH2:1]([O:8][C:9]1[CH:14]=[CH:13][N:12]=[C:11]([CH2:15][NH2:16])[CH:10]=1)[C:2]1[CH:7]=[CH:6][CH:5]=[CH:4][CH:3]=1.P(Cl)(Cl)(Cl)=O.[CH:22](O)=O>ClCCCl>[CH2:1]([O:8][C:9]1[CH:14]=[CH:13][N:12]2[CH:22]=[N:16][CH:15]=[C:11]2[CH:10]=1)[C:2]1[CH:3]=[CH:4][CH:5]=[CH:6][CH:7]=1. Reported procedure: 0.7 g (3.27 mmol) of 1-[4-(benzyloxy)pyridin-2-yl]methanamine (described in stage B) in 16 ml of formic acid is heated at reflux for 5 hours. The reaction medium is concentrated under reduced pressure. The residue obtained is taken up in 7 ml of 1,2-dichloroethane. 0.6 ml (6.54 mmol) of phosphoryl chloride dissolved in 7 ml of 1,2-dichloroethane is added. After heating at reflux for 4 hours, the reaction medium is concentrated under reduced pressure and the residue is then taken up in dichlorome... Reactants: C1(=CC=CC=C1)NC1=C(C=CC=C1)N (N-Phenyl-o-phenylene diamine), BrCC(=O)N(C1=CC=C(C=C1)OC)C1CCCC1 (2-Bromo-N-cyclopentyl-N-(4-methoxy-phenyl)-acetamide), C([O-])([O-])=O.[K+].[K+] (Potassium carbonate), [I-].[K+] (Potassium Iodide). Run in CN(C)C=O (DMF). Reaction conditions: temperature 60 celsius, time 18 hour. The product is C1(CCCC1)N(C(CNC1C=CC=CC1NC1=CC=CC=C1)=O)C1=CC=C(C=C1)OC (N-Cyclopentyl-N-(4-methoxy-phenyl)-2-(6-phenylamino-cyclohexa-2,4-dienylamino)-acetamide). Yield: 56.9%. Reaction SMILES: [C:1]1([NH:7][C:8]2[CH:13]=[CH:12][CH:11]=[CH:10][C:9]=2[NH2:14])[CH:6]=[CH:5][CH:4]=[CH:3][CH:2]=1.Br[CH2:16][C:17]([N:19]([CH:28]1[CH2:32][CH2:31][CH2:30][CH2:29]1)[C:20]1[CH:25]=[CH:24][C:23]([O:26][CH3:27])=[CH:22][CH:21]=1)=[O:18].C(=O)([O-])[O-].[K+].[K+].[I-].[K+]>CN(C=O)C>[CH:28]1([N:19]([C:20]2[CH:21]=[CH:22][C:23]([O:26][CH3:27])=[CH:24][CH:25]=2)[C:17](=[O:18])[CH2:16][NH:14][CH:9]2[CH:8]([NH:7][C:1]3[CH:2]=[CH:3][CH:4]=[CH:5][CH:6]=3)[CH:13]=[CH:12][CH:11]=[CH:10]2)[CH2:29][CH2:30][CH2:31][CH2:32]1 |f:2.3.4,5.6|. Procedure: 2.03 g (10.7 mmol) N-Phenyl-o-phenylene diamine, 3.50 g (11.2 mmol, 1.05 equiv) 2-Bromo-N-cyclopentyl-N-(4-methoxy-phenyl)-acetamide, prepared as in Part A, 1.62 g (11.7 mmol, 1.1 equiv) Potassium carbonate, and 177 mg (1.1 mmol, 0.1 equiv) Potassium Iodide were combined in 35 mL DMF and stirred 18 h at 60° C. The reaction mixture is filtered and the solvent removed in vacuo. The residue is taken into EtOAc (150 mL), washed with 1N HCl (2×50 mL), H2O (50 mL), dried (MgSO4), filtered and concentr...